From a dataset of the Open Reaction Database (ORD), a public repository of structured organic reaction records. describe an organic reaction: reactants, conditions, products, and yield Reactants: O (water), N1C=NC=C1 (Imidazole), [Si](C)(C)(C(C)(C)C)Cl (tert-butyldimethylsilyl chloride), C(C1=CC=CC=C1)OC(=O)N1CC(CCC1)CO (1-(benzyloxycarbonyl)piperidin-3-yl methanol). Run in CN(C=O)C (N,N-dimethylformamide). Conditions: time 6 hour. Product: C(C1=CC=CC=C1)OC(=O)N1CC(CCC1)CO[Si](C)(C)C(C)(C)C (1-(Benzyloxycarbonyl)-3-(tert-butyldimethylsilyloxymethyl)piperidine). Isolated yield 98.9%. Reaction SMILES: N1C=CN=C1.[Si:6](Cl)([C:9]([CH3:12])([CH3:11])[CH3:10])([CH3:8])[CH3:7].[CH2:14]([O:21][C:22]([N:24]1[CH2:29][CH2:28][CH2:27][CH:26]([CH2:30][OH:31])[CH2:25]1)=[O:23])[C:15]1[CH:20]=[CH:19][CH:18]=[CH:17][CH:16]=1.O>CN(C)C=O>[CH2:14]([O:21][C:22]([N:24]1[CH2:29][CH2:28][CH2:27][CH:26]([CH2:30][O:31][Si:6]([C:9]([CH3:12])([CH3:11])[CH3:10])([CH3:8])[CH3:7])[CH2:25]1)=[O:23])[C:15]1[CH:20]=[CH:19][CH:18]=[CH:17][CH:16]=1. Procedure details: Imidazole (3.00 g, 44.0 mmol) and tert-butyldimethylsilyl chloride (6.63 g, 44.0 mmol) were added to 1-(benzyloxycarbonyl)piperidin-3-yl methanol (9.15 g, 36.7 mmol) in N,N-dimethylformamide (40 mL). The solution was stirred at room temperature for 6 hours. Subsequently, water was added and the mixture was extracted with ethyl acetate. The extract washed with brine and was dried over magnesium sulfate, followed by evaporation of the solvent. Purification of the residue by silica gel column chrom... Starting materials: C1CCC2=NCCCN2CC1, O=C(Nc1cccc2cnccc12)C(Cl)(Cl)Cl, OCc1cccc2ccccc12. Yields the product O=C(Nc1cccc2cnccc12)OCc1cccc2ccccc12. RXN SMILES: [CH2:13]1[CH2:14][CH2:15][C:16]2=[N:21][CH2:20][CH2:19][CH2:18][N:17]2[CH2:22][CH2:23]1.[Cl:24][C:25]([C:26](=[O:27])[NH:28][c:29]1[c:30]2[cH:31][cH:32][n:33][cH:34][c:35]2[cH:36][cH:37][cH:38]1)([Cl:39])[Cl:40].[OH:1][CH2:2][c:3]1[cH:4][cH:5][cH:6][c:7]2[cH:8][cH:9][cH:10][cH:11][c:12]12>>[O:1]([CH2:2][c:3]1[cH:4][cH:5][cH:6][c:7]2[cH:8][cH:9][cH:10][cH:11][c:12]12)[C:26](=[O:27])[NH:28][c:29]1[c:30]2[cH:31][cH:32][n:33][cH:34][c:35]2[cH:36][cH:37][cH:38]1. Yields the product ClC1=C(C=CC(=C1)CCC1(OC(C(=C(C1)O)CC1=NN2C(N=CC(=C2)Cl)=N1)=O)C1CCCC1)C1(CC1)C#N (1-(2-Chloro-4-{2-[5-(6-chloro-[1,2,4]triazolo[1,5-a]pyrimidin-2-ylmethyl)-2-cyclopentyl-4-hydroxy-6-oxo-3,6-dihydro-2H-pyran-2-yl]-ethyl}-phenyl)-cyclopropanecarbonitrile). As a reaction SMILES: [Cl:1][C:2]1[CH:7]=[C:6]([CH2:8][CH2:9][C:10]2([CH:30]3[CH2:34][CH2:33][CH2:32][CH2:31]3)[CH2:15][C:14]([OH:16])=[C:13]([CH2:17][C:18]3[N:28]=[C:21]4[N:22]=[C:23](C)[CH:24]=[C:25](C)[N:20]4[N:19]=3)[C:12](=[O:29])[O:11]2)[CH:5]=[CH:4][C:3]=1[C:35]1([C:38]#[N:39])[CH2:37][CH2:36]1.[Cl:40]C1C=C(CCC2(C3CCCC3)OC(=O)CC(=O)C2)C=C(CC)C=1OC.CC1C=NC2N(N=C(C=O)N=2)C=1>>[Cl:1][C:2]1[CH:7]=[C:6]([CH2:8][CH2:9][C:10]2([CH:30]3[CH2:34][CH2:33][CH2:32][CH2:31]3)[CH2:15][C:14]([OH:16])=[C:13]([CH2:17][C:18]3[N:28]=[C:21]4[N:22]=[CH:23][C:24]([Cl:40])=[CH:25][N:20]4[N:19]=3)[C:12](=[O:29])[O:11]2)[CH:5]=[CH:4][C:3]=1[C:35]1([C:38]#[N:39])[CH2:36][CH2:37]1. Procedure: The title compound was prepared analogously to Example B(97), 1-(2-Chloro-4-{2-[2-cyclopentyl-5-(5,7-dimethyl-[1,2,4]triazolo[1,5-a]pyrimidin-2-ylmethyl)-4-hydroxy-6-oxo-3,6-dihydro-2H-pyran-2-yl]-ethyl}-phenyl)-cyclopropanecarbonitrile was substituted in place of 6-[2-(3-Chloro-5-ethyl-4-methoxy-phenyl)-ethyl]-6-cyclopentyl-dihydro-pyran-2,4-dione in that example and 6-Methyl-[1,2,4]triazolo[1,5-a]pyrimidine-2-carbaldehyde in place of the 5,7-Dimethyl-[1,2,4]triazolo[1,5-a]pyrimidine-2-carbalde... Reactants: ClC1=C(C=CC(=C1)CCC1(OC(C(=C(C1)O)CC1=NN2C(N=C(C=C2C)C)=N1)=O)C1CCCC1)C1(CC1)C#N (1-(2-Chloro-4-{2-[2-cyclopentyl-5-(5,7-dimethyl-[1,2,4]triazolo[1,5-a]pyrimidin-2-ylmethyl)-4-hydroxy-6-oxo-3,6-dihydro-2H-pyran-2-yl]-ethyl}-phenyl)-cyclopropanecarbonitrile), ClC=1C=C(C=C(C1OC)CC)CCC1(CC(CC(O1)=O)=O)C1CCCC1 (6-[2-(3-Chloro-5-ethyl-4-methoxy-phenyl)-ethyl]-6-cyclopentyl-dihydro-pyran-2,4-dione), CC=1C=NC=2N(C1)N=C(N2)C=O (6-Methyl-[1,2,4]triazolo[1,5-a]pyrimidine-2-carbaldehyde). Starting materials: C1(CCCCC1)C=1C=2C=CC(=CC2N2C1C1=C(C=C(C2)C(=O)N2CCC(CC2)N2CCOCC2)C=CC=C1)C(=O)O (13-cyclohexyl-6-[[4-(4-morpholinyl)-1-piperidinyl]carbonyl]-7H-indolo[2,1-a][2]benzazepine-10-carboxylic acid), C(C)(C)N(C(C)C)CC (N,N-diisopropylethylamine), Cl.CN(CCCN=C=NCC)C (N-(3-dimethylaminopropyl)-N′-ethylcarbodiimide hydrochloride), ON1N=NC2=C1C=CC=C2 (1-hydroxybenzotriazole), C([C@@H]1CCCO1)N ((S)-(+)-tetrahydrofurfurylamine), 2,1-a[2]benzazepine-10-carboxamide. The solvent is C(Cl)Cl (CH2Cl2), C(Cl)Cl (CH2Cl2), CCOCC (Et2O). Product: C1(CCCCC1)C=1C=2C=CC(=CC2N2C1C1=C(C=C(C2)C(=O)N2CCC(CC2)N2CCOCC2)C=CC=C1)C(=O)NC[C@@H]1OCCC1 (13-cyclohexyl-6-[[4-(4-morpholinyl)-1-piperidinyl]carbonyl]-N-[[(2R)-tetrahydro-2-furanyl]methyl]-7H-indolo[2,1-a][2]benzazepine-10-carboxamide). Yield: 71.8%. As a reaction SMILES: [CH:1]1([C:7]2[C:8]3[CH:9]=[CH:10][C:11]([C:39](O)=[O:40])=[CH:12][C:13]=3[N:14]3[CH2:20][C:19]([C:21]([N:23]4[CH2:28][CH2:27][CH:26]([N:29]5[CH2:34][CH2:33][O:32][CH2:31][CH2:30]5)[CH2:25][CH2:24]4)=[O:22])=[CH:18][C:17]4[CH:35]=[CH:36][CH:37]=[CH:38][C:16]=4[C:15]=23)[CH2:6][CH2:5][CH2:4][CH2:3][CH2:2]1.C(N(CC)C(C)C)(C)C.Cl.CN(C)CCCN=C=NCC.ON1C2C=CC=CC=2N=N1.[CH2:73]([NH2:79])[C@H:74]1[O:78][CH2:77][CH2:76][CH2:75]1>C(Cl)Cl.CCOCC>[CH:1]1([C:7]2[C:8]3[CH:9]=[CH:10][C:11]([C:39]([NH:79][CH2:73][C@H:74]4[CH2:75][CH2:76][CH2:77][O:78]4)=[O:40])=[CH:12][C:13]=3[N:14]3[CH2:20][C:19]([C:21]([N:23]4[CH2:24][CH2:25][CH:26]([N:29]5[CH2:30][CH2:31][O:32][CH2:33][CH2:34]5)[CH2:27][CH2:28]4)=[O:22])=[CH:18][C:17]4[CH:35]=[CH:36][CH:37]=[CH:38][C:16]=4[C:15]=23)[CH2:6][CH2:5][CH2:4][CH2:3][CH2:2]1 |f:2.3|. Procedure: 13-cyclohexyl-6-[[4-(4-morpholinyl)-1-piperidinyl]carbonyl]-N-[[(2S)-tetrahydro-2-furanyl]methyl-7H-indolo[2,1-a[2]benzazepine-10-carboxamide. A solution of 13-cyclohexyl-6-[[4-(4-morpholinyl)-1-piperidinyl]carbonyl]-7H-indolo[2,1-a][2]benzazepine-10-carboxylic acid (40 mg, 0.07 mmol), N,N-diisopropylethylamine (60 μL, 0.34 mmol), N-(3-dimethylaminopropyl)-N′-ethylcarbodiimide hydrochloride (19 mg, 0.1 mmol), 1-hydroxybenzotriazole (14 mg, 0.1 mmol), and (S)-(+)-tetrahydrofurfurylamine (10 mg, 0...